The task is: describe an organic reaction: reactants, conditions, products, and yield. This data is from the Open Reaction Database (ORD), a public repository of structured organic reaction records. The reactants are ClC1=CC=C(NC)C=C1 (4-chloro-N-methylaniline), [S-]C#N.[NH4+] (ammonium thiocyanate), ClC1=CC=NC=C1C(=O)N=C=S (4-chloronicotinoyl isothiocyanate). Run in CC(=O)C (acetone), CC(=O)C (acetone), CC(=O)C (acetone), C1CCOC1 (THF). Run at temperature 40 celsius, time 5 minute. The product is ClC1=CC=C(C=C1)N(C)C=1SC2=C(C(N1)=O)C=NC=C2 (2-[N-(4-chlorophenyl)-N-methylamino]-4H-pyrido[3,4-e]-1,3-thiazin-4-one). Reaction SMILES: [S-]C#N.[NH4+].Cl[C:6]1[C:11]([C:12]([N:14]=[C:15]=[S:16])=[O:13])=[CH:10][N:9]=[CH:8][CH:7]=1.[Cl:17][C:18]1[CH:25]=[CH:24][C:21]([NH:22][CH3:23])=[CH:20][CH:19]=1>CC(C)=O.C1COCC1>[Cl:17][C:18]1[CH:25]=[CH:24][C:21]([N:22]([C:15]2[S:16][C:6]3[CH:7]=[CH:8][N:9]=[CH:10][C:11]=3[C:12](=[O:13])[N:14]=2)[CH3:23])=[CH:20][CH:19]=1 |f:0.1|. Procedure: A mixture of 1.416 g (8.99 mmol) of 4-chloronicotinic acid, 15 ml of thionyl chloride and two droplets of DMF was heated under reflux for 2 hours. The reaction mixture was allowed to cool, and then concentrated under reduced pressure to obtain 4-chloronicotinoyl chloride. The compound thus obtained was then suspended in a mixture of 10 ml of acetone and 10 ml of THF. The suspension thus obtained was then added dropwise to a solution of 753 mg of ammonium thiocyanate in 15 ml of acetone with stir... Reactants: C1CCOC1, CCCCCC, CC(C)[N-]C(C)C, CI, CC(C)NC(C)C, CC(C)(c1ccc2c(n1)CCC(C(=O)O)C2)C(F)(F)F, [Li+], [Li]CCCC. Yields the product CC1(C(=O)O)CCc2nc(C(C)(C)C(F)(F)F)ccc2C1. RXN SMILES: [CH2:49]1[O:50][CH2:51][CH2:52][CH2:53]1.[CH3:21][CH2:22][CH2:23][CH2:24][CH2:25][CH3:26].[CH3:2][CH:3]([N-:4][CH:5]([CH3:6])[CH3:7])[CH3:8].[CH3:47][I:48].[CH:9]([NH:10][CH:11]([CH3:12])[CH3:13])([CH3:14])[CH3:15].[F:27][C:28]([C:29]([CH3:30])([CH3:31])[c:32]1[n:33][c:34]2[c:39]([cH:40][cH:41]1)[CH2:38][CH:37]([C:42](=[O:43])[OH:44])[CH2:36][CH2:35]2)([F:45])[F:46].[Li+:1].[Li:16][CH2:17][CH2:18][CH2:19][CH3:20]>>[CH3:2][C:37]1([C:42](=[O:43])[OH:44])[CH2:36][CH2:35][c:34]2[n:33][c:32]([C:29]([C:28]([F:27])([F:45])[F:46])([CH3:30])[CH3:31])[cH:41][cH:40][c:39]2[CH2:38]1. Reactants: COC(=O)N[C@H](C(=O)N1[C@@H](CCC1)C=1NC(=CN1)C=1C=C2C=CC(=CC2=CC1)C1=CC=C(C=C1)C1=CN=C(N1)[C@H]1N(CCC1)C(=O)[C@@H]1N(CCC2=CC=CC=C12)C(=O)OCC1=CC=CC=C1)C(C)C ((R)-Benzyl 1-((S)-2-(5-(4-(6-(2-((S)-1-((S)-2-(methoxycarbonylamino)-3-methylbutanoyl)pyrrolidin-2-yl)-1H-imidazol-5-yl)naphthalen-2-yl)phenyl)-1H-imidazol-2-yl)pyrrolidine-1-carbonyl)-3,4-dihydroisoquinoline-2(1H)-carboxylate). Reagents/catalysts: [Pd] (Pd/C). Run in C(C)O (ethyl alcohol). Run at time 18 hour. Yields the product CC([C@@H](C(N1[C@@H](CCC1)C=1NC(=CN1)C1=CC2=CC=C(C=C2C=C1)C1=CC=C(C=C1)C1=CN=C(N1)[C@H]1N(CCC1)C(=O)[C@@H]1NCCC2=CC=CC=C12)=O)NC(OC)=O)C (Methyl (S)-3-methyl-1-oxo-1-((S)-2-(5-(6-(4-(2-((S)-1-((R)-1,2,3,4-tetrahydroisoquinoline-1-carbonyl)pyrrolidin-2-yl)-1H-imidazol-5-yl)phenyl)naphthalen-2-yl)-1H-imidazol-2-yl)pyrrolidin-1-yl)butan-2-ylcarbamate). As a reaction SMILES: [CH3:1][O:2][C:3]([NH:5][C@@H:6]([CH:67]([CH3:69])[CH3:68])[C:7]([N:9]1[CH2:13][CH2:12][CH2:11][C@H:10]1[C:14]1[NH:15][C:16]([C:19]2[CH:20]=[C:21]3[C:26](=[CH:27][CH:28]=2)[CH:25]=[C:24]([C:29]2[CH:34]=[CH:33][C:32]([C:35]4[NH:39][C:38]([C@@H:40]5[CH2:44][CH2:43][CH2:42][N:41]5[C:45]([C@H:47]5[C:56]6[C:51](=[CH:52][CH:53]=[CH:54][CH:55]=6)[CH2:50][CH2:49][N:48]5C(OCC5C=CC=CC=5)=O)=[O:46])=[N:37][CH:36]=4)=[CH:31][CH:30]=2)[CH:23]=[CH:22]3)=[CH:17][N:18]=1)=[O:8])=[O:4]>C(O)C.[Pd]>[CH3:68][CH:67]([CH3:69])[C@H:6]([NH:5][C:3](=[O:4])[O:2][CH3:1])[C:7](=[O:8])[N:9]1[CH2:13][CH2:12][CH2:11][C@H:10]1[C:14]1[NH:15][C:16]([C:19]2[CH:28]=[CH:27][C:26]3[C:21](=[CH:22][CH:23]=[C:24]([C:29]4[CH:34]=[CH:33][C:32]([C:35]5[NH:39][C:38]([C@@H:40]6[CH2:44][CH2:43][CH2:42][N:41]6[C:45]([C@H:47]6[C:56]7[C:51](=[CH:52][CH:53]=[CH:54][CH:55]=7)[CH2:50][CH2:49][NH:48]6)=[O:46])=[N:37][CH:36]=5)=[CH:31][CH:30]=4)[CH:25]=3)[CH:20]=2)=[CH:17][N:18]=1. Reported procedure: (R)-Benzyl 1-((S)-2-(5-(4-(6-(2-((S)-1-((S)-2-(methoxycarbonylamino)-3-methylbutanoyl)pyrrolidin-2-yl)-1H-imidazol-5-yl)naphthalen-2-yl)phenyl)-1H-imidazol-2-yl)pyrrolidine-1-carbonyl)-3,4-dihydroisoquinoline-2(1H)-carboxylate (137 mg, 0.148 mmol) was dissolved in ethyl alcohol (5 mL) and under Argon charged with 10% Pd/C (79 mg, 0.074 mmol) in a round bottom flask. The flask was then sealed with a rubber septa and the air was removed by vacuum and replaced with H2 from a balloon. This process r... The reactants are [OH-].[Li+] (lithium hydroxide), [S] (sulfur), [Se] (selenium), [N+](=O)([O-])C1=CC=CC=C1 (nitrobenzene), O1CCOCC1 (dioxane). Run in CO (methanol), C(C)(=O)O (acetic acid). Reaction conditions: time 45 minute. Yields the product [N+](=O)([O-])C1=CC=CC=C1 (nitrobenzene), NC(=O)OCC (urethane), 88.4. As a reaction SMILES: [OH-:1].[Li+].[S].[Se].[N+:5]([C:8]1[CH:13]=[CH:12][CH:11]=[CH:10][CH:9]=1)([O-:7])=[O:6].[O:14]1[CH2:19][CH2:18]OC[CH2:15]1>CO.C(O)(=O)C>[N+:5]([C:8]1[CH:13]=[CH:12][CH:11]=[CH:10][CH:9]=1)([O-:7])=[O:6].[NH2:5][C:15]([O:14][CH2:19][CH3:18])=[O:1] |f:0.1,^3:2,3|. Reported procedure: 0.29 gram of lithium hydroxide, 0.72 gram of acetic acid, 0.25 gram of sulfur, 0.25 gram of selenium metal, 10 milliliters of nitrobenzene, 15 milliliters of methanol and 15 milliliters of dioxane were charged into a 110 milliliter autoclave maintained under an initial carbon monoxide pressure of 2600 psig and at a temperature of 200° C. for 45 minutes. A nitrobenzene conversion of 98 per cent and a urethane product yield of 88.4 per cent were obtained as determined by gas chromatographic analys... Starting materials: CC(=O)O, CO, CCCCCC, ClCCl, Cc1cc(C(=O)O)cc([N+](=O)[O-])c1N. The product is COC(=O)c1cc(C)c(N)c([N+](=O)[O-])c1. Reaction SMILES: [CH3:15][C:16](=[O:17])[OH:18].[CH3:22][OH:23].[CH3:24][CH2:25][CH2:26][CH2:27][CH2:28][CH3:29].[Cl:19][CH2:20][Cl:21].[NH2:1][c:2]1[c:3]([CH3:14])[cH:4][c:5]([C:6](=[O:7])[OH:8])[cH:9][c:10]1[N+:11](=[O:12])[O-:13]>>[NH2:1][c:2]1[c:3]([CH3:14])[cH:4][c:5]([C:6]([O:7][CH3:15])=[O:8])[cH:9][c:10]1[N+:11](=[O:12])[O-:13].